From a dataset of the Open Reaction Database (ORD), a public repository of structured organic reaction records. describe an organic reaction: reactants, conditions, products, and yield RXN SMILES: [CH3:21][OH:22].[F:1][C:2]([CH:3]=[CH:4][c:5]1[cH:6][c:7]([O:15][CH3:16])[c:8]([C:9](=[O:10])[O:11][CH3:12])[cH:13][cH:14]1)([F:17])[F:18].[Na+:20].[OH-:19]>>[F:1][C:2]([CH:3]=[CH:4][c:5]1[cH:6][c:7]([O:15][CH3:16])[c:8]([C:9](=[O:10])[OH:11])[cH:13][cH:14]1)([F:17])[F:18]. Product: COc1cc(C=CC(F)(F)F)ccc1C(=O)O. Starting materials: CO, COC(=O)c1ccc(C=CC(F)(F)F)cc1OC, [Na+], [OH-]. Reactants: CC#N, Cc1ncc(CCl)s1, NCCCN, [Na+], [OH-]. The product is Cc1ncc(CNCCCN)s1. Reaction SMILES: [CH3:16][C:17]#[N:18].[Cl:6][CH2:7][c:8]1[cH:9][n:10][c:11]([CH3:13])[s:12]1.[NH2:1][CH2:2][CH2:3][CH2:4][NH2:5].[Na+:15].[OH-:14]>>[NH:1]([CH2:2][CH2:3][CH2:4][NH2:5])[CH2:7][c:8]1[cH:9][n:10][c:11]([CH3:13])[s:12]1. Reactants: C1(=CC=CC=C1)C=1NC2=C(N1)C=CC(=C2)CCOS(=O)(=O)C2=CC=C(C=C2)C (Toluene-4-sulfonic acid 2-(2-phenyl-3H-benzoimidazol-5-yl)ethyl ester), [N-]=[N+]=[N-].[Na+] (NaN3). The solvent is CN(C)C=O (DMF). Conditions: temperature 50 celsius. Yields the product N(=[N+]=[N-])CCC=1C=CC2=C(NC(=N2)C2=CC=CC=C2)C1 (6-(2-Azido-ethyl)-2-phenyl-1H-benzoimidazole). As a reaction SMILES: [C:1]1([C:7]2[NH:8][C:9]3[CH:15]=[C:14]([CH2:16][CH2:17]OS(C4C=CC(C)=CC=4)(=O)=O)[CH:13]=[CH:12][C:10]=3[N:11]=2)[CH:6]=[CH:5][CH:4]=[CH:3][CH:2]=1.[N-:29]=[N+:30]=[N-:31].[Na+]>CN(C=O)C>[N:29]([CH2:17][CH2:16][C:14]1[CH:13]=[CH:12][C:10]2[N:11]=[C:7]([C:1]3[CH:2]=[CH:3][CH:4]=[CH:5][CH:6]=3)[NH:8][C:9]=2[CH:15]=1)=[N+:30]=[N-:31] |f:1.2|. Procedure: Tosylate 191 (0.2 g) was dissolved in DMF (10 mL) and NaN3 (99 mg) was added as a solid. A condenser was affixed under nitrogen, and the mixture was heated to 50° C. for 16 h. The reaction was cooled to rt before being extracted with EtOAc. The organic layer was rinsed several times with water to ensure complete removal of DMF. The organic layer was then separated and dried over Na2SO4 before the solvent was removed under reduced pressure to give 192. Starting materials: OC1=C2C(OCC2=C(C(=C1C/C=C(\C)/C1C(CCC1)C(=O)OCC)OC)C)=O (ethyl (E)-2-[-3-(4-hydroxy-1,3-dihydro-6-methoxy-7-methyl-3-oxoisobenzofuran-5-yl)-1-methylpropenyl ]-cyclopentane-carboxylate). Run in CCCCCC.C(C)(=O)OCC (hexane ethyl acetate). Yields the product OC1=C2C(OCC2=C(C(=C1C/C=C(\C)/C1C(CCC1)C(=O)O)OC)C)=O ((E)-2-[-3-(1,3-dihydro-4-hydroxy -6-methoxy-7-methyl-3-oxoisobenzofuran-5-yl)-1-methylpropenyl]-cyclopentane-carboxylic acid). As a reaction SMILES: [OH:1][C:2]1[C:10]([CH2:11]/[CH:12]=[C:13](/[CH:15]2[CH2:19][CH2:18][CH2:17][CH:16]2[C:20]([O:22]CC)=[O:21])\[CH3:14])=[C:9]([O:25][CH3:26])[C:8]([CH3:27])=[C:7]2[C:3]=1[C:4](=[O:28])[O:5][CH2:6]2>CCCCCC.C(OCC)(=O)C>[OH:1][C:2]1[C:10]([CH2:11]/[CH:12]=[C:13](/[CH:15]2[CH2:19][CH2:18][CH2:17][CH:16]2[C:20]([OH:22])=[O:21])\[CH3:14])=[C:9]([O:25][CH3:26])[C:8]([CH3:27])=[C:7]2[C:3]=1[C:4](=[O:28])[O:5][CH2:6]2 |f:1.2|. Procedure: By following the procedure of Example ZA-6A and substituting methyl (E)-6-(1,3-dihydro-4-hydroxy-6-methoxy-7-methyl-3-oxoisobenzofuran -5-yl)-2,4-dimethyl-4-hexenoate with ethyl (E)-2-[-3-(4-hydroxy-1,3-dihydro-6-methoxy-7-methyl-3-oxoisobenzofuran-5-yl)-1-methylpropenyl ]-cyclopentane-carboxylate and compounds of Formula I-ZH-A1, prepared e.g, as described in Example ZH-6B, there are obtained (E)-2-[-3-(1,3-dihydro-4-hydroxy -6-methoxy-7-methyl-3-oxoisobenzofuran-5-yl)-1-methylpropenyl]-cyclope... Reactants: C(C)OC(CC(CC(=O)OCC)(C1=CC=CC=C1)C#N)=O (3-cyano-3-phenylpentanedioic acid diethyl ester), N (ammonia), [H][H] (hydrogen). The reagents and catalysts are [Ni] (Raney nickel). Solvent: C(C)O (ethanol). Reaction conditions: temperature 24 celsius, time 26 hour. Yields the product C(C)OC(CC1(CNC(C1)=O)C1=CC=CC=C1)=O ((3-phenyl-5-oxopyrrolidin-3-yl)acetic Acid Ethyl Ester). RXN SMILES: [CH2:1]([O:3][C:4](=[O:21])[CH2:5][C:6]([C:19]#[N:20])([C:13]1[CH:18]=[CH:17][CH:16]=[CH:15][CH:14]=1)[CH2:7][C:8](OCC)=[O:9])[CH3:2].N.[H][H]>[Ni].C(O)C>[CH2:1]([O:3][C:4](=[O:21])[CH2:5][C:6]1([C:13]2[CH:18]=[CH:17][CH:16]=[CH:15][CH:14]=2)[CH2:7][C:8](=[O:9])[NH:20][CH2:19]1)[CH3:2]. Reported procedure: Combine 3-cyano-3-phenylpentanedioic acid diethyl ester (396.6 g, 1.37 mol) and ethanol (4 L), and concentrated aqueous ammonia (530 mL), in a two gallon autoclave. Add Raney nickel (410 g). Heat to 24° C. and charge with 205 psi of hydrogen. After 26 hours, vent the reactor and purge with nitrogen. Filter the reaction mixture through a celite pad and rinse the solids with ethanol (1.5 L). Evaporate the filtrate in vacuo to give the title compound. Starting materials: C1(CC1)NC(=O)C=1C=C(C(=C(C1)C=1C=C2C=NN(C2=CC1)CC(=O)OC)C)F (Methyl (5-{5-[(cyclopropylamino)carbonyl]-3-fluoro-2-methylphenyl}-1H-indazol-1-yl)acetate), CC(CN)(C)C (2,2-dimethyl-1-propanamine). Yields the product C1(CC1)NC(C1=CC(=C(C(=C1)F)C)C=1C=C2C=NN(C2=CC1)CC(=O)NCC(C)(C)C)=O (N-Cyclopropyl-3-(1-{2-[(2,2-dimethylpropyl)amino]-2-oxoethyl}-1H-indazol-5-yl)-5-fluoro-4-methylbenzamide). As a reaction SMILES: [CH:1]1([NH:4][C:5]([C:7]2[CH:8]=[C:9]([F:28])[C:10]([CH3:27])=[C:11]([C:13]3[CH:14]=[C:15]4[C:19](=[CH:20][CH:21]=3)[N:18]([CH2:22][C:23]([O:25]C)=O)[N:17]=[CH:16]4)[CH:12]=2)=[O:6])[CH2:3][CH2:2]1.[CH3:29][C:30]([CH3:34])([CH3:33])[CH2:31][NH2:32]>>[CH:1]1([NH:4][C:5](=[O:6])[C:7]2[CH:8]=[C:9]([F:28])[C:10]([CH3:27])=[C:11]([C:13]3[CH:14]=[C:15]4[C:19](=[CH:20][CH:21]=3)[N:18]([CH2:22][C:23]([NH:32][CH2:31][C:30]([CH3:34])([CH3:33])[CH3:29])=[O:25])[N:17]=[CH:16]4)[CH:12]=2)[CH2:2][CH2:3]1. Procedure details: Example 140 was prepared by General Method D using methyl (5-{5-[(cyclopropylamino)carbonyl]-3-fluoro-2-methylphenyl}-1H-indazol-1-yl)acetate (Example 123) and 2,2-dimethyl-1-propanamine to give the title compound (0.008 g).